describe an organic reaction: reactants, conditions, products, and yield From a dataset of the Open Reaction Database (ORD), a public repository of structured organic reaction records. Starting materials: C=Cc1cnc(NC(C)=O)c(C)c1, Cc1ccc2[nH]c3c(c2c1)CN(C)CC3, CN1CCCC1=O, [K+], [OH-]. The product is CC(=O)Nc1ncc(CCn2c3c(c4cc(C)ccc42)CN(C)CC3)cc1C. RXN SMILES: [CH3:16][c:17]1[c:18]([NH:25][C:26]([CH3:27])=[O:28])[n:19][cH:20][c:21]([CH:23]=[CH2:24])[cH:22]1.[CH3:1][N:2]1[CH2:3][c:4]2[c:5]([nH:6][c:7]3[cH:8][cH:9][c:10]([CH3:13])[cH:11][c:12]23)[CH2:14][CH2:15]1.[CH3:31][N:32]1[CH2:33][CH2:34][CH2:35][C:36]1=[O:37].[K+:30].[OH-:29]>>[CH3:1][N:2]1[CH2:3][c:4]2[c:5]([n:6]([CH2:24][CH2:23][c:21]3[cH:20][n:19][c:18]([NH:25][C:26]([CH3:27])=[O:28])[c:17]([CH3:16])[cH:22]3)[c:7]3[cH:8][cH:9][c:10]([CH3:13])[cH:11][c:12]23)[CH2:14][CH2:15]1. Procedure: Prepared in a similar manner to Example 7 from 3-(5-methyl-3-phenylisoxazol-4-yl)-9-bromo-5H-[1,2,4]triazolo[3,4-a]isoindole (100 mg) (prepared using 7-bromo-2,3-dihydroisoindol-1-one by analogy with Example 4) and 3-bromopyridine (0.06 ml) to give the title compound (7 mg, 3%). 1H NMR (360 MHz, CDCl3) δ 8.90 (1H, s), 8.71 (1H, s), 8.40 (1H, d, J=5.8 Hz), 7.56–7.40 (8H, m), 7.30 (1H, d, J=7.3 Hz), 4.08 (2H, s), 2.68 (3H, s), miz (ES+) 392 (M+H)+. Yields the product CC1=C(C(=NO1)C1=CC=CC=C1)C1=NN=C2N1CC1=CC=CC(=C21)C=2C=NC=CC2 (3-(5-Methyl-3-phenylisoxazol-4-yl)-9-(pyridin-3-yl)-5H-[1,2,4]triazolo[3,4-α]isoindole). The yield is 3.0%. RXN SMILES: [CH3:1][C:2]1[O:6][N:5]=[C:4]([C:7]2[CH:12]=[CH:11][CH:10]=[CH:9][CH:8]=2)[C:3]=1[C:13]1[N:17]2[CH2:18][C:19]3[C:24]([C:16]2=[N:15][N:14]=1)=[C:23](Br)[CH:22]=[CH:21][CH:20]=3.Br[C:27]1[CH:28]=[N:29][CH:30]=[CH:31][CH:32]=1>>[CH3:1][C:2]1[O:6][N:5]=[C:4]([C:7]2[CH:12]=[CH:11][CH:10]=[CH:9][CH:8]=2)[C:3]=1[C:13]1[N:17]2[CH2:18][C:19]3[C:24]([C:16]2=[N:15][N:14]=1)=[C:23]([C:27]1[CH:28]=[N:29][CH:30]=[CH:31][CH:32]=1)[CH:22]=[CH:21][CH:20]=3. The reactants are CC1=C(C(=NO1)C1=CC=CC=C1)C1=NN=C2N1CC1=CC=CC(=C21)Br (3-(5-methyl-3-phenylisoxazol-4-yl)-9-bromo-5H-[1,2,4]triazolo[3,4-a]isoindole), BrC=1C=NC=CC1 (3-bromopyridine). Starting materials: N(=[N+]=[N-])CC1=C(C=CC(=C1)[N+](=O)[O-])Br (2-azidomethyl-1-bromo-4-nitrobenzene), C1CCOC1 (THF), C1(=CC=CC=C1)P(C1=CC=CC=C1)C1=CC=CC=C1 (triphenylphosphine). Run in O (water). Reaction conditions: temperature 0 celsius, time 1 hour. The product is BrC1=C(CN)C=C(C=C1)[N+](=O)[O-] (2-Bromo-5-nitrobenzylamine). Yield: 95.5%. Reaction SMILES: [N:1]([CH2:4][C:5]1[CH:10]=[C:9]([N+:11]([O-:13])=[O:12])[CH:8]=[CH:7][C:6]=1[Br:14])=[N+]=[N-].C1COCC1.C1(P(C2C=CC=CC=2)C2C=CC=CC=2)C=CC=CC=1>O>[Br:14][C:6]1[CH:7]=[CH:8][C:9]([N+:11]([O-:13])=[O:12])=[CH:10][C:5]=1[CH2:4][NH2:1]. Procedure: To a mixture of 2-azidomethyl-1-bromo-4-nitrobenzene (6.57 g) and THF (50 mL) there was added triphenylphosphine (7.05 g) at 0° C. under a nitrogen atmosphere. The mixture was stirred at 0° C. for 1 hour and then at room temperature for 2 hours, after which water (10 mL) was added and the mixture was heated to reflux for 15 hours. The solvent in the mixture was distilled off under reduced pressure and the residue was purified by NH silica gel column chromatography (ethyl acetate-heptane mixture)... Reactants: ClC1=CC=C2C=CC(=NC2=C1)COC=1C=C(C=CC1)C=CCC1=C(C=CC=C1)CO (2-(3-(3-((7-chloro-2-quinolinyl)methoxy)phenyl)-2-propenyl)benzenemethanol), CCOC(=O)C.C1(=CC=CC=C1)C (EtOAc toluene). Reagents/catalysts: O=[Mn]=O (MnO2). The solvent is CCOC(=O)C (EtOAc). The product is ClC1=CC=C2C=CC(=NC2=C1)COC=1C=C(C=CC1)C=CCC1=C(C=O)C=CC=C1 (2-(3-(3-((7-chloro-2-quinolinyl)methoxy)phenyl)-2-propenyl)benzaldehyde). Reaction SMILES: [Cl:1][C:2]1[CH:11]=[C:10]2[C:5]([CH:6]=[CH:7][C:8]([CH2:12][O:13][C:14]3[CH:15]=[C:16]([CH:20]=[CH:21][CH2:22][C:23]4[CH:28]=[CH:27][CH:26]=[CH:25][C:24]=4[CH2:29][OH:30])[CH:17]=[CH:18][CH:19]=3)=[N:9]2)=[CH:4][CH:3]=1.CCOC(C)=O.C1(C)C=CC=CC=1>CCOC(C)=O.O=[Mn]=O>[Cl:1][C:2]1[CH:11]=[C:10]2[C:5]([CH:6]=[CH:7][C:8]([CH2:12][O:13][C:14]3[CH:15]=[C:16]([CH:20]=[CH:21][CH2:22][C:23]4[CH:28]=[CH:27][CH:26]=[CH:25][C:24]=4[CH:29]=[O:30])[CH:17]=[CH:18][CH:19]=3)=[N:9]2)=[CH:4][CH:3]=1 |f:1.2|. Procedure details: To a solution of the benzylic alcohol of Step 5 (2.899 g, 6.20 mmol) in EtOAc (120 mL) was added portionwise activated MnO2 (10.15 g, 114 mmol) and the reaction was followed by TLC (EtOAc:toluene 7.5:92.5). When the reaction was completed (approximately 2 h), the mixture was filtered through silica, concentrated, and the title product was purified by flash chromatography on silica using EtOAc:toluene 2.5:97.5. Yield 2.18 g, 85%. Reactants: CCOC(=O)C1=C(C)N=C(NC2CC(CC)N(C(=O)OCC)c3ccc(C(F)(F)F)cc32)[SH]1Cc1cc(C(F)(F)F)cc(C(F)(F)F)c1, CCO, CCOC(C)=O, Cl, [Li+], [Na+], [OH-], [OH-], O. Product: CCOC(=O)N1c2ccc(C(F)(F)F)cc2C(NC2=NC(C)=C(C(=O)O)[SH]2Cc2cc(C(F)(F)F)cc(C(F)(F)F)c2)CC1CC. Reaction SMILES: [CH2:1]([CH3:2])[O:3][C:4](=[O:5])[N:6]1[CH:7]([CH2:47][CH3:48])[CH2:8][CH:9]([NH:20][C:21]2=[N:25][C:24]([CH3:26])=[C:23]([C:27](=[O:28])[O:29][CH2:30][CH3:31])[SH:22]2[CH2:32][c:33]2[cH:34][c:35]([C:43]([F:44])([F:45])[F:46])[cH:36][c:37]([C:39]([F:40])([F:41])[F:42])[cH:38]2)[c:10]2[cH:11][c:12]([C:16]([F:17])([F:18])[F:19])[cH:13][cH:14][c:15]21.[CH3:55][CH2:56][OH:57].[CH3:58][CH2:59][O:60][C:61](=[O:62])[CH3:63].[ClH:54].[Li+:51].[Na+:53].[OH-:50].[OH-:52].[OH2:49]>>[CH2:1]([CH3:2])[O:3][C:4](=[O:5])[N:6]1[CH:7]([CH2:47][CH3:48])[CH2:8][CH:9]([NH:20][C:21]2=[N:25][C:24]([CH3:26])=[C:23]([C:27](=[O:28])[OH:29])[SH:22]2[CH2:32][c:33]2[cH:34][c:35]([C:43]([F:44])([F:45])[F:46])[cH:36][c:37]([C:39]([F:40])([F:41])[F:42])[cH:38]2)[c:10]2[cH:11][c:12]([C:16]([F:17])([F:18])[F:19])[cH:13][cH:14][c:15]21.